This data is from the Open Reaction Database (ORD), a public repository of structured organic reaction records. The task is: describe an organic reaction: reactants, conditions, products, and yield Reactants: O=C([O-])[O-], Cc1cc(F)c[n+]([O-])c1C, [NH4+], [NH4+], O=[N+]([O-])O, O=S(=O)(O)O. Yields the product Cc1c([N+](=O)[O-])c(F)c[n+]([O-])c1C. RXN SMILES: [C:15](=[O:16])([O-:17])[O-:18].[CH3:5][c:6]1[n+:7]([O-:14])[cH:8][c:9]([F:13])[cH:10][c:11]1[CH3:12].[NH4+:19].[NH4+:20].[OH:1][N+:2]([O-:3])=[O:4].[S:21](=[O:22])(=[O:23])([OH:24])[OH:25]>>[O-:1][N+:2](=[O:4])[c:10]1[c:9]([F:13])[cH:8][n+:7]([O-:14])[c:6]([CH3:5])[c:11]1[CH3:12]. Starting materials: C(C=1C(O)=CC=CC1)(=O)OC (methyl salicylate), C([O-])([O-])=O.[K+].[K+] (potassium carbonate), BrC(C(=O)OC)CCCC (methyl 2-bromohexanoate). Solvent: C(C)#N (acetonitrile). Conditions: time 16 hour. Product: COC(=O)C(CCCC)OC1=C(C(=O)OC)C=CC=C1 (Methyl 2-(1-methoxycarbonylpentoxy)benzoate). As a reaction SMILES: [C:1]([O:10][CH3:11])(=[O:9])[C:2]1[C:3](=[CH:5][CH:6]=[CH:7][CH:8]=1)[OH:4].C(=O)([O-])[O-].[K+].[K+].Br[CH:19]([CH2:24][CH2:25][CH2:26][CH3:27])[C:20]([O:22][CH3:23])=[O:21]>C(#N)C>[CH3:23][O:22][C:20]([CH:19]([O:4][C:3]1[CH:5]=[CH:6][CH:7]=[CH:8][C:2]=1[C:1]([O:10][CH3:11])=[O:9])[CH2:24][CH2:25][CH2:26][CH3:27])=[O:21] |f:1.2.3|. Procedure details: 15.2 g of methyl salicylate and 18.0 g of potassium carbonate were introduced into 125 ml of acetonitrile in a 250 ml flask under an argon atmosphere and, at room temperature, 20.9 g of methyl 2-bromohexanoate were added. The colourless suspension was heated under reflux with stirring for 16 hours, and the progress of the reaction was checked by thin-layer chromatography. After cooling to room temperature, the suspension was filtered and the residue was washed with acetone. Concentration of the ... Yields the product OC1CC(N(C(C1)(C)C)OCC(C)(C)O)(C)C (4-Hydroxy-1-(2-hydroxy-2-methylpropoxy)-2,2,6,6-tetramethylpiperidine). Yield: 84.0%. Reaction conditions: temperature 40 celsius, time 1.3 hour. Procedure details: A solution of 17.2 g (100 mmol) of 4-hydroxy-1-oxyl-2,2,6,6-tetramethylpiperidine dissolved in 40 mL of water and three-fourths of a solution of 25.0 g (0.37 mol) of 50% aqueous hydrogen peroxide are added simultaneously over three hours at 40° C. to a mixture of 1.12 g (4.0 mmol) of ferrous sulfate heptahydrate, 25 mL of water, 0.5 mL of 98% sulfuric acid and 200 mL of tert-butyl alcohol. At the conclusion of the nitroxyl addition, 0.145 g (0.5 mmol) of ferrous sulfate heptahydrate, 0.1 mL of 9... The solvent is O (water), O (water), O (water), C(C)(C)(C)O (tert-butyl alcohol), O (water). Reaction SMILES: [OH:1][CH:2]1[CH2:7][C:6]([CH3:9])([CH3:8])[N:5]([OH:10])[C:4]([CH3:12])([CH3:11])[CH2:3]1.OO.S(=O)(=O)(O)O.N=O.S([O-])([O-])=O.[Na+].[Na+].[OH-:28].[Na+].[BH4-].[Na+]>O.C(O)(C)(C)C>[OH:1][CH:2]1[CH2:7][C:6]([CH3:8])([CH3:9])[N:5]([O:10][CH2:3][C:4]([OH:28])([CH3:12])[CH3:11])[C:4]([CH3:12])([CH3:11])[CH2:3]1 |f:4.5.6,7.8,9.10|. Starting materials: N=O (nitroxyl), ferrous sulfate heptahydrate, S(O)(O)(=O)=O (sulfuric acid), peroxides, ferrous sulfate heptahydrate, S(O)(O)(=O)=O (sulfuric acid), S(=O)([O-])[O-].[Na+].[Na+] (sodium sulfite), peroxide, OO (hydrogen peroxide), ferrous sulfate heptahydrate, S(O)(O)(=O)=O (sulfuric acid), OO (hydrogen peroxide), [OH-].[Na+] (sodium hydroxide), [BH4-].[Na+] (sodium borohydride), OC1CC(N(C(C1)(C)C)O)(C)C (4-hydroxy-1-oxyl-2,2,6,6-tetramethylpiperidine). Reactants: C(C)OC(C(CCCCCBr)(C)C)=O (Ethyl-2,2-dimethyl-7-bromoheptanoate), ClC1=CC=C(C=C1)S(=O)(=O)N (4-chlorobenzenesulphonamide), C([O-])([O-])=O.[K+].[K+] (potassium carbonate). Yields the product C(C)OC(C(CCCCCNS(=O)(=O)C1=CC=C(C=C1)Cl)(C)C)=O (Ethyl-7-(4-chlorophenylsulphonamido)-2,2-dimethylheptanoate). Yield: 13.3%. As a reaction SMILES: [CH2:1]([O:3][C:4](=[O:14])[C:5]([CH3:13])([CH3:12])[CH2:6][CH2:7][CH2:8][CH2:9][CH2:10]Br)[CH3:2].[Cl:15][C:16]1[CH:21]=[CH:20][C:19]([S:22]([NH2:25])(=[O:24])=[O:23])=[CH:18][CH:17]=1.C(=O)([O-])[O-].[K+].[K+]>>[CH2:1]([O:3][C:4](=[O:14])[C:5]([CH3:13])([CH3:12])[CH2:6][CH2:7][CH2:8][CH2:9][CH2:10][NH:25][S:22]([C:19]1[CH:18]=[CH:17][C:16]([Cl:15])=[CH:21][CH:20]=1)(=[O:24])=[O:23])[CH3:2] |f:2.3.4|. Reported procedure: Ethyl-2,2-dimethyl-7-bromoheptanoate (7.0 g, 0.026 mol) was treated with 4-chlorobenzenesulphonamide (9.9 g, 0.052 mol) and potassium carbonate (21.5 g, 0.016 mol) by the method described in Example 5(ii) to give the title compound (1.3 g) as an oil. Starting materials: ClCCC(=O)NC1=CC=CC=2C(C3=CC=CC(=C3C(C12)=O)NC(CCCl)=O)=O (1,8-Bis(3-chloropropionamido)anthraquinone), ClCCC(=O)NC1=CC=CC=2C(C3=CC=CC(=C3C(C12)=O)NC(CCCl)=O)=O (1,8-Bis(3-chloropropionamido)anthraquinone), N1=CC=CC=C1 (pyridine), C(C)NC (N-ethylmethylamine), ice water. The solvent is C1CCOC1 (THF). Conditions: time 6 hour. Product: C(C)N(C(C(=O)NC1=CC=CC=2C(C3=CC=CC(=C3C(C12)=O)NC(C(C)N(CC)C)=O)=O)C)C (1,8-Bis[2-(N-ethylmethylamino) propionamido]anthraquinone). Isolated yield 79.0%. As a reaction SMILES: Cl[CH2:2][CH2:3][C:4]([NH:6][C:7]1[C:20]2[C:19](=[O:21])[C:18]3[C:13](=[CH:14][CH:15]=[CH:16][C:17]=3[NH:22][C:23](=[O:27])[CH2:24][CH2:25]Cl)[C:12](=[O:28])[C:11]=2[CH:10]=[CH:9][CH:8]=1)=[O:5].[N:29]1[CH:34]=[CH:33]C=C[CH:30]=1.[CH2:35]([NH:37][CH3:38])[CH3:36]>C1COCC1>[CH2:34]([N:29]([CH3:30])[CH:24]([CH3:25])[C:23]([NH:22][C:17]1[C:18]2[C:19](=[O:21])[C:20]3[C:11](=[CH:10][CH:9]=[CH:8][C:7]=3[NH:6][C:4](=[O:5])[CH:3]([N:37]([CH3:38])[CH2:35][CH3:36])[CH3:2])[C:12](=[O:28])[C:13]=2[CH:14]=[CH:15][CH:16]=1)=[O:27])[CH3:33]. Procedure details: Add 1,8-Bis(3-chloropropionamido)anthraquinone (compound 4, 0.42 g, 1.0 mmol) with pyridine (0.5 ml) and N-ethylmethylamine (0.6 ml, 6 mmole), dissolved in 20 ml dehydrated THF. The mixture is reacted in a mini-reactor. The reaction temperature is 70-80° C. in an oil bath and the reaction time is 6 hours. The reacted mixture is poured into 50 ml ice water, extracted with ethyl acetate and recrystallized from ethanol to get compound 4k. Starting materials: CC(=O)OC(CC=C(C)CCCC(C)C=O)C(C)=Cc1csc(C)n1, C1CCOC1, COC(=O)CC(O[Si](C)(C)C(C)(C)C)C(C)(C)C(=O)C(C)Br. The product is COC(=O)CC(O[Si](C)(C)C(C)(C)C)C(C)(C)C(=O)C(C)C(O)C(C)CCCC(C)=CCC(OC(C)=O)C(C)=Cc1csc(C)n1. Reaction SMILES: [C:1]([CH3:2])(=[O:3])[O:4][CH:5]([C:6](=[CH:7][c:8]1[n:9][c:10]([CH3:13])[s:11][cH:12]1)[CH3:14])[CH2:15][CH:16]=[C:17]([CH2:18][CH2:19][CH2:20][CH:21]([CH:22]=[O:23])[CH3:24])[CH3:25].[CH2:48]1[O:49][CH2:50][CH2:51][CH2:52]1.[CH3:26][O:27][C:28]([CH2:29][CH:30]([C:31]([C:32]([CH:33]([CH3:34])[Br:35])=[O:36])([CH3:37])[CH3:38])[O:39][Si:40]([CH3:41])([CH3:42])[C:43]([CH3:44])([CH3:45])[CH3:46])=[O:47]>>[C:1]([CH3:2])(=[O:3])[O:4][CH:5]([C:6](=[CH:7][c:8]1[n:9][c:10]([CH3:13])[s:11][cH:12]1)[CH3:14])[CH2:15][CH:16]=[C:17]([CH2:18][CH2:19][CH2:20][CH:21]([CH:22]([OH:23])[CH:33]([C:32]([C:31]([CH:30]([CH2:29][C:28]([O:27][CH3:26])=[O:47])[O:39][Si:40]([CH3:41])([CH3:42])[C:43]([CH3:44])([CH3:45])[CH3:46])([CH3:37])[CH3:38])=[O:36])[CH3:34])[CH3:24])[CH3:25]. Conditions: time 10 minute. The solvent is C(Cl)Cl (DCM). RXN SMILES: Cl[C:2]1[CH:3]=[C:4]([CH:9]=[CH:10][CH:11]=1)[C:5]([O:7]O)=O.[N:12]1([C:18]([O-:20])=O)[CH2:17][CH2:16][CH:15]=[CH:14][CH2:13]1.CC[O:23]CC>C(Cl)Cl>[CH:14]12[O:23][CH:15]1[CH2:16][CH2:17][N:12]([C:18]([O:7][CH2:5][C:4]1[CH:3]=[CH:2][CH:11]=[CH:10][CH:9]=1)=[O:20])[CH2:13]2. Yields the product C12CN(CCC2O1)C(=O)OCC1=CC=CC=C1 (benzyl 7-oxa-3-azabicyclo[4.1.0]heptane-3-carboxylate). Yield: 99.0%. Starting materials: ClC=1C=C(C(=O)OO)C=CC1 (3-Chlorobenzoperoxoic acid), N1(CC=CCC1)C(=O)[O-] (5,6-dihydropyridine-1(2H)-carboxylate), CCOCC (ether). Procedure details: 3-Chlorobenzoperoxoic acid (51.1 g, 228 mmol) was added portion wise to a solution of 5,6-dihydropyridine-1(2H)-carboxylate (33.0 g, 152 mmol) in DCM (200 mL) at 0° C. After 10 minutes at 0° C., the reaction was warmed to room temperature and stirred at room temperature for 4 hours. The reaction mixture was diluted with ether (800 mL), washed with 1N NaOH solution (2×200 mL), saturated N2SO3 solution (2×100 mL), brine (100 mL), dried (sodium sulfate) and concentrated in vacuo to give benzyl 7-ox... The yield is 99.8%. Run in C1(=CC=CC=C1)C (toluene). The reactants are OC(CC(C)=O)CCSC1=C(C=CC=C1)C (4-hydroxy-6-(2-methylphenylthio)-2-hexanone), C1(=CC=C(C=C1)S(=O)(=O)O)C (p-toluene sulfonic acid). Reaction SMILES: O[CH:2]([CH2:7][CH2:8][S:9][C:10]1[CH:15]=[CH:14][CH:13]=[CH:12][C:11]=1[CH3:16])[CH2:3][C:4](=[O:6])[CH3:5].C1(C)C=CC(S(O)(=O)=O)=CC=1>C1(C)C=CC=CC=1>[CH3:16][C:11]1[CH:12]=[CH:13][CH:14]=[CH:15][C:10]=1[S:9][CH2:8][CH2:7][CH:2]=[CH:3][C:4](=[O:6])[CH3:5]. Yields the product CC1=C(C=CC=C1)SCCC=CC(C)=O (6-(2-methylphenylthio)-3-hexen-2-one). Procedure: 1.00 Gram of 4-hydroxy-6-(2-methylphenylthio)-2-hexanone was dissolved in 100 ml of toluene, and 0.02 g of p-toluene sulfonic acid was added thereto. The resulting mixture was refluxed for 2.5 hours with stirring. After having been cooled, the mixture was washed with a saturated aqueous sodium hydrogencarbonate solution and then saturated aqueous sodium chloride solution. Then the mixture was dried over anhydrous magnesium sulfate. Removing the solvent from the mixture under reduced pressure gav... The reactants are CS(=O)(=O)OCC[C@@H](C1=CC=CC=C1)NC(=O)[C@@H]1SCCN1S(=O)(=O)C1=CC=C(C=C1)C1=CC=CC=C1 ((3S)-3-({[(2S)-3-([1,1′-biphenyl]-4-ylsulfonyl)-1,3-thiazolidin-2-yl]carbonyl}amino)-3-phenylpropyl methanesulfonate), CS(=O)(=O)OCC[C@@H](C1=CC=CC=C1)NC(=O)[C@@H]1SCCN1S(=O)(=O)C1=CC=C(C=C1)C1=CC=CC=C1 ((3S)-3-({[(2S)-3-([1,1′-biphenyl]-4-ylsulfonyl)-1,3-thiazolidin-2-yl]carbonyl}amino)-3-phenylpropyl methanesulfonate), N1CCCCCC1 (azepane). Product: N1(CCCCCC1)CCC(C1=CC=CC=C1)NC(=O)C1SCCN1S(=O)(=O)C1=CC=C(C=C1)C1=CC=CC=C1 (N-[3-(1-azepanyl)-1-phenylpropyl]-3-([1,1′-biphenyl]-4-ylsulfonyl)-1,3-thiazolidine-2-carboxamide). As a reaction SMILES: CS(O[CH2:6][CH2:7][C@H:8]([NH:15][C:16]([C@H:18]1[N:22]([S:23]([C:26]2[CH:31]=[CH:30][C:29]([C:32]3[CH:37]=[CH:36][CH:35]=[CH:34][CH:33]=3)=[CH:28][CH:27]=2)(=[O:25])=[O:24])[CH2:21][CH2:20][S:19]1)=[O:17])[C:9]1[CH:14]=[CH:13][CH:12]=[CH:11][CH:10]=1)(=O)=O.[NH:38]1[CH2:44][CH2:43][CH2:42][CH2:41][CH2:40][CH2:39]1>>[N:38]1([CH2:6][CH2:7][CH:8]([NH:15][C:16]([CH:18]2[N:22]([S:23]([C:26]3[CH:27]=[CH:28][C:29]([C:32]4[CH:33]=[CH:34][CH:35]=[CH:36][CH:37]=4)=[CH:30][CH:31]=3)(=[O:24])=[O:25])[CH2:21][CH2:20][S:19]2)=[O:17])[C:9]2[CH:10]=[CH:11][CH:12]=[CH:13][CH:14]=2)[CH2:44][CH2:43][CH2:42][CH2:41][CH2:40][CH2:39]1. Procedure: Following the general method A as outlined in Example 16, starting from 3-({[3-([1,1′-biphenyl]-4-ylsulfonyl)-1,3-thiazolidin-2-yl]carbonyl}amino)-3-phenylpropyl methanesulfonate (Intermediate 9) and azepane, the title compound was obtained in 99.1% purity by HPLC. RXN SMILES: [C:33](=[O:34])([O-:35])[O-:36].[CH2:39]([O:40][CH2:41][CH2:42][CH2:43][CH3:44])[CH2:45][CH2:46][CH3:47].[Cl:1][CH2:2][CH2:3][CH2:4][CH2:5][O:6][CH2:7][CH2:8][N:9]([c:10]1[cH:11][cH:12][cH:13][cH:14][cH:15]1)[c:16]1[cH:17][cH:18][cH:19][cH:20][cH:21]1.[K+:37].[K+:38].[NH:22]1[CH2:23][CH2:24][CH2:25][CH:26]([C:27]([O:28][CH2:29][CH3:30])=[O:31])[CH2:32]1>>[OH:6][CH2:7][CH2:8][N:9]([c:10]1[cH:11][cH:12][cH:13][cH:14][cH:15]1)[c:16]1[cH:17][cH:18][cH:19][cH:20][cH:21]1. Product: OCCN(c1ccccc1)c1ccccc1. Starting materials: O=C([O-])[O-], CCCCOCCCC, ClCCCCOCCN(c1ccccc1)c1ccccc1, [K+], [K+], CCOC(=O)C1CCCNC1.